This data is from the Open Reaction Database (ORD), a public repository of structured organic reaction records. The task is: describe an organic reaction: reactants, conditions, products, and yield Starting materials: Cl.[N+](=O)([O-])C=1C=C2CC(CC2=CC1)N ((5-Nitro-2,3-dihydro-1H-inden-2-yl)amine hydrochloride), CC(=O)O (HOAc), C=O (paraformaldehyde), C(#N)[BH3-].[Na+] (sodium cyanoborohydride). Solvent: ClCCCl (DCE). The product is CN(C1CC2=CC=C(C=C2C1)[N+](=O)[O-])C (N,N-Dimethyl-5-nitro-2,3-dihydro-1H-inden-2-amine). Yield: 50.4%. As a reaction SMILES: Cl.[N+:2]([C:5]1[CH:6]=[C:7]2[C:11](=[CH:12][CH:13]=1)[CH2:10][CH:9](N)[CH2:8]2)([O-:4])=[O:3].C=O.[C:17]([BH3-])#[N:18].[Na+].[CH3:21]C(O)=O>ClCCCl>[CH3:21][N:18]([CH3:17])[CH:9]1[CH2:8][C:7]2[C:11](=[CH:12][CH:13]=[C:5]([N+:2]([O-:4])=[O:3])[CH:6]=2)[CH2:10]1 |f:0.1,3.4|. Procedure details: (5-Nitro-2,3-dihydro-1H-inden-2-yl)amine hydrochloride (5.52 g, 26 mmol), paraformaldehyde (4.1 g, 128 mmol), sodium cyanoborohydride (8.1 g, 128 mmol), and HOAc (7.4 mL, 128 mmol) were combined in DCE (200 mL) and the suspension was heated to reflux for 15 h. The reaction was cooled and quenched with saturated aqueous NaHCO3. The organic layer was separated, washed with brine and dried with MgSO4 and concentrated to an oil. The crude material was purified by silica gel flash column chromatograp... Starting materials: BrC=1C=CC=2N(C1)C(=C(N2)C)C#N (6-bromo-2-methylimidazo[1,2-a]pyridine-3-carbonitrile), solution, Cl (hydrogen chloride), CCOC(=O)C (EtOAc), P(=S)(OCC)(OCC)S (O,O-diethyl hydrogen dithiophosphate). Solvent: C(C)(C)OC(C)C (diisopropyl ether), CO (MeOH). Reaction conditions: temperature 60 celsius, time 3 hour. Yields the product BrC=1C=CC=2N(C1)C(=C(N2)C)C(N)=S (6-bromo-2-methylimidazo[1,2-a]pyridine-3-carbothioamide). Yield: 86.9%. RXN SMILES: [Br:1][C:2]1[CH:3]=[CH:4][C:5]2[N:6]([C:8]([C:12]#[N:13])=[C:9]([CH3:11])[N:10]=2)[CH:7]=1.Cl.CCOC(C)=O.P(S)(OCC)(OCC)=[S:22]>CO.C(OC(C)C)(C)C>[Br:1][C:2]1[CH:3]=[CH:4][C:5]2[N:6]([C:8]([C:12](=[S:22])[NH2:13])=[C:9]([CH3:11])[N:10]=2)[CH:7]=1. Reported procedure: To a suspension of 6-bromo-2-methylimidazo[1,2-a]pyridine-3-carbonitrile (6.2 g, 26.4 mmol) obtained above in MeOH (88 mL), were added 4N solution of hydrogen chloride in EtOAc (22 mL, 88.0 mmol) and O,O-diethyl hydrogen dithiophosphate (25 mL, 158 mol), and the mixture was stirred at 60° C. for 3 h. The mixture was allowed to cool to rt, and diluted with diisopropyl ether (100 mL). The resulting precipitate was collected by filtration and washed with diethyl ether to give the title compound (6.... Starting materials: CC(C)O, CCN(C(C)C)C(C)C, CC(CC#N)N1CCC(N)CC1, O=[N+]([O-])c1cnc2c(ccn2S(=O)(=O)c2ccccc2)c1Cl. The product is CC(CC#N)N1CCC(Nc2c([N+](=O)[O-])cnc3c2ccn3S(=O)(=O)c2ccccc2)CC1. RXN SMILES: [CH3:44][CH:45]([OH:46])[CH3:47].[CH:35]([N:36]([CH:37]([CH3:38])[CH3:39])[CH2:40][CH3:41])([CH3:42])[CH3:43].[NH2:23][CH:24]1[CH2:25][CH2:26][N:27]([CH:30]([CH2:31][C:32]#[N:33])[CH3:34])[CH2:28][CH2:29]1.[c:1]1([S:7](=[O:8])(=[O:9])[n:10]2[cH:11][cH:12][c:13]3[c:14]2[n:15][cH:16][c:17]([N+:20](=[O:21])[O-:22])[c:18]3[Cl:19])[cH:2][cH:3][cH:4][cH:5][cH:6]1>>[c:1]1([S:7](=[O:8])(=[O:9])[n:10]2[cH:11][cH:12][c:13]3[c:14]2[n:15][cH:16][c:17]([N+:20](=[O:21])[O-:22])[c:18]3[NH:23][CH:24]2[CH2:25][CH2:26][N:27]([CH:30]([CH2:31][C:32]#[N:33])[CH3:34])[CH2:28][CH2:29]2)[cH:2][cH:3][cH:4][cH:5][cH:6]1. The reactants are [H-].[Na+] (sodium hydride), FC(C=1C=C(C2CO2)C=C(C1)C(F)(F)F)(F)F (3,5-bis(trifluoromethyl)styrene oxide), C(C1=CC=CC=C1)O (benzyl alcohol), [H-].[Na+] (sodium hydride). Product: C(C1=CC=CC=C1)OCC(O)C1=CC(=CC(=C1)C(F)(F)F)C(F)(F)F (2-Benzyloxy-1-(3,5-bis(trifluoromethyl)phenyl)-1-hydroxyethane). Reaction SMILES: [F:1][C:2]([F:17])([F:16])[C:3]1[CH:4]=[C:5]([CH:9]=[C:10]([C:12]([F:15])([F:14])[F:13])[CH:11]=1)[CH:6]1[O:8][CH2:7]1.[CH2:18]([OH:25])[C:19]1[CH:24]=[CH:23][CH:22]=[CH:21][CH:20]=1.[H-].[Na+]>O1CCCC1>[CH2:18]([O:25][CH2:7][CH:6]([C:5]1[CH:4]=[C:3]([C:2]([F:1])([F:16])[F:17])[CH:11]=[C:10]([C:12]([F:14])([F:13])[F:15])[CH:9]=1)[OH:8])[C:19]1[CH:24]=[CH:23][CH:22]=[CH:21][CH:20]=1 |f:2.3|. Run at time 16 hour. Procedure details: To a cooled (0° C.) solution of 3,5-bis(trifluoromethyl)styrene oxide (Description 12, 0.5 g) and benzyl alcohol (1 g) in tetrahydrofuran (10 ml) was added sodium hydride (50% in mineral oil, 48 mg). The solution was stirred at room temperature for 16 hours. A further addition of sodium hydride (20 mg) was made and the solution heated to reflux for 2 hours. The cooled solution was evaporated to dryness and the residue purified by chromatography on silica (eluting with increasing concentrations o... Solvent: O1CCCC1 (tetrahydrofuran). Reactants: CCCC[Sn](=O)CCCC, O, OCc1ccccc1, O=C(O)c1ccc(O)cc1. Yields the product O=C(OCc1ccccc1)c1ccc(O)cc1. As a reaction SMILES: [CH2:19]([Sn:20](=[O:21])[CH2:22][CH2:23][CH2:24][CH3:25])[CH2:26][CH2:27][CH3:28].[OH2:29].[OH:11][CH2:12][c:13]1[cH:14][cH:15][cH:16][cH:17][cH:18]1.[OH:1][c:2]1[cH:3][cH:4][c:5]([C:6](=[O:7])[OH:8])[cH:9][cH:10]1>>[OH:1][c:2]1[cH:3][cH:4][c:5]([C:6](=[O:7])[O:8][CH2:12][c:13]2[cH:14][cH:15][cH:16][cH:17][cH:18]2)[cH:9][cH:10]1. Reactants: ClC1=C(COC2=CC(=C(N)C=C2)[N+](=O)[O-])C(=CC=C1)Cl (4-[(2,6-dichlorobenzyl)oxy]-2-nitroaniline), ClCCl (dichloromethane), aqueous solution, [OH-].[Na+] (sodium hydroxide). Run at time 15 minute. Solvent: CO (methanol), C(C)(=O)O (acetic acid). Product: ClC1=C(COC=2C=C(C(=CC2)N)N)C(=CC=C1)Cl (4-[(2,6-dichlorobenzyl)oxy]benzene-1,2-diamine). Reaction SMILES: [Cl:1][C:2]1[CH:19]=[CH:18][CH:17]=[C:16]([Cl:20])[C:3]=1[CH2:4][O:5][C:6]1[CH:12]=[CH:11][C:9]([NH2:10])=[C:8]([N+:13]([O-])=O)[CH:7]=1.[OH-].[Na+].ClCCl>CO.C(O)(=O)C.[Fe]>[Cl:1][C:2]1[CH:19]=[CH:18][CH:17]=[C:16]([Cl:20])[C:3]=1[CH2:4][O:5][C:6]1[CH:7]=[C:8]([NH2:13])[C:9]([NH2:10])=[CH:11][CH:12]=1 |f:1.2|. Reagents/catalysts: [Fe] (iron). Isolated yield 87.7%. Procedure details: add 1.75 g of iron powder to a solution of 1.4 g of 4-[(2,6-dichlorobenzyl)oxy]-2-nitroaniline in 80 cm3 of methanol and 7 cm3 of glacial acetic acid. The reaction mixture is refluxed for three hours. The mixture is concentrated under reduced pressure (0.2 kPa). The residue is taken up in 30 cm3 of water and the pH of the suspension thus obtained is adjusted to 10-11 by adding 2N aqueous solution of sodium hydroxide; 350 cm3 of dichloromethane is then added. After vigorous stirring for 15 min, t... Reactants: COC(=O)c1ccc(OCCNC(=O)c2cc3cc(OCCN4CCCC4)ccc3o2)cc1, CO, NO, [Na+], C1CCOC1, [OH-], O. The product is O=C(NO)c1ccc(OCCNC(=O)c2cc3cc(OCCN4CCCC4)ccc3o2)cc1. RXN SMILES: [CH3:1][O:2][C:3]([c:4]1[cH:5][cH:6][c:7]([O:10][CH2:11][CH2:12][NH:13][C:14](=[O:15])[c:16]2[o:17][c:18]3[c:19]([cH:20]2)[cH:21][c:22]([O:25][CH2:26][CH2:27][N:28]2[CH2:29][CH2:30][CH2:31][CH2:32]2)[cH:23][cH:24]3)[cH:8][cH:9]1)=[O:33].[CH3:38][OH:39].[NH2:34][OH:35].[Na+:37].[O:40]1[CH2:41][CH2:42][CH2:43][CH2:44]1.[OH-:36].[OH2:45]>>[O:2]=[C:3]([c:4]1[cH:5][cH:6][c:7]([O:10][CH2:11][CH2:12][NH:13][C:14](=[O:15])[c:16]2[o:17][c:18]3[c:19]([cH:20]2)[cH:21][c:22]([O:25][CH2:26][CH2:27][N:28]2[CH2:29][CH2:30][CH2:31][CH2:32]2)[cH:23][cH:24]3)[cH:8][cH:9]1)[NH:34][OH:35]. Starting materials: CCOC(=O)c1cn(-c2ccc(Br)cc2)c(-c2ccc(Cl)cc2Cl)n1, C1CCOC1, Cl, [Li+], [OH-], O. Product: O=C(O)c1cn(-c2ccc(Br)cc2)c(-c2ccc(Cl)cc2Cl)n1. Reaction SMILES: [Br:1][c:2]1[cH:3][cH:4][c:5](-[n:8]2[c:9](-[c:18]3[c:19]([Cl:25])[cH:20][c:21]([Cl:24])[cH:22][cH:23]3)[n:10][c:11]([C:13](=[O:14])[O:15][CH2:16][CH3:17])[cH:12]2)[cH:6][cH:7]1.[CH2:30]1[O:31][CH2:32][CH2:33][CH2:34]1.[ClH:29].[Li+:27].[OH-:26].[OH2:28]>>[Br:1][c:2]1[cH:3][cH:4][c:5](-[n:8]2[c:9](-[c:18]3[c:19]([Cl:25])[cH:20][c:21]([Cl:24])[cH:22][cH:23]3)[n:10][c:11]([C:13](=[O:14])[OH:15])[cH:12]2)[cH:6][cH:7]1.